From a dataset of the Open Reaction Database (ORD), a public repository of structured organic reaction records. describe an organic reaction: reactants, conditions, products, and yield Starting materials: C=Cc1c(C)c2c(c(OS(=O)(=O)c3ccc(C)cc3)c1CC=C(C)CCC(=O)OC)C(=O)OC2, CCO, c1ccccc1. The product is CCc1c(C)c2c(c(OS(=O)(=O)c3ccc(C)cc3)c1CC=C(C)CCC(=O)OC)C(=O)OC2. Reaction SMILES: [CH3:1][c:2]1[c:3]([CH:33]=[CH2:34])[c:4]([CH2:23][CH:24]=[C:25]([CH2:26][CH2:27][C:28](=[O:29])[O:30][CH3:31])[CH3:32])[c:5]([O:12][S:13](=[O:14])(=[O:15])[c:16]2[cH:17][cH:18][c:19]([CH3:22])[cH:20][cH:21]2)[c:6]2[c:10]1[CH2:9][O:8][C:7]2=[O:11].[CH3:41][CH2:42][OH:43].[cH:35]1[cH:36][cH:37][cH:38][cH:39][cH:40]1>>[CH3:1][c:2]1[c:3]([CH2:33][CH3:34])[c:4]([CH2:23][CH:24]=[C:25]([CH2:26][CH2:27][C:28](=[O:29])[O:30][CH3:31])[CH3:32])[c:5]([O:12][S:13](=[O:14])(=[O:15])[c:16]2[cH:17][cH:18][c:19]([CH3:22])[cH:20][cH:21]2)[c:6]2[c:10]1[CH2:9][O:8][C:7]2=[O:11]. The reactants are FC(C1=CC=C(C=C1)C1=CC=C(S1)C(C)=O)(F)F (1-(5-(4-(trifluoromethyl)phenyl)thien-2-yl)ethanone), OC1=C(C=C(C=O)C=C1C)C (4-hydroxy-3,5-dimethylbenzaldehyde). The product is OC1=C(C=C(C=C1C)C=CC(=O)C=1SC(=CC1)C1=CC=C(C=C1)C(F)(F)F)C (3-(4-Hydroxy-3,5-dimethylphenyl)-1-(5-(4-(trifluoromethyl)phenyl)thien-2-yl)prop-2-en-1-one). As a reaction SMILES: [F:1][C:2]([F:18])([F:17])[C:3]1[CH:8]=[CH:7][C:6]([C:9]2[S:13][C:12]([C:14](=[O:16])[CH3:15])=[CH:11][CH:10]=2)=[CH:5][CH:4]=1.[OH:19][C:20]1[C:27]([CH3:28])=[CH:26][C:23]([CH:24]=O)=[CH:22][C:21]=1[CH3:29]>>[OH:19][C:20]1[C:27]([CH3:28])=[CH:26][C:23]([CH:24]=[CH:15][C:14]([C:12]2[S:13][C:9]([C:6]3[CH:5]=[CH:4][C:3]([C:2]([F:17])([F:1])[F:18])=[CH:8][CH:7]=3)=[CH:10][CH:11]=2)=[O:16])=[CH:22][C:21]=1[CH3:29]. Reported procedure: 3-(4-Hydroxy-3,5-dimethylphenyl)-1-(5-(4-(trifluoromethyl)phenyl)thien-2-yl)prop-2-en-1-one is prepared from 1-(5-(4-(trifluoromethyl)phenyl)thien-2-yl)ethanone and 4-hydroxy-3,5-dimethylbenzaldehyde according to general procedure B. The evaporation residue is washed with dichloromethane. Reactants: CCOC(C)=O, COc1ccc(C(=O)Cl)cc1OC, CCCCCC, Cc1c(C)c2c(c(C)c1N)C(c1ccc(C(C)C)cc1)C(C)(C)O2. Yields the product COc1ccc(C(=O)Nc2c(C)c(C)c3c(c2C)C(c2ccc(C(C)C)cc2)C(C)(C)O3)cc1OC. Reaction SMILES: [C:44]([O:45][CH2:46][CH3:47])(=[O:48])[CH3:49].[CH3:25][O:26][c:27]1[cH:28][c:29]([C:30](=[O:31])[Cl:32])[cH:33][cH:34][c:35]1[O:36][CH3:37].[CH3:38][CH2:39][CH2:40][CH2:41][CH2:42][CH3:43].[CH:1]([CH3:2])([CH3:3])[c:4]1[cH:5][cH:6][c:7]([CH:10]2[C:11]([CH3:23])([CH3:24])[O:12][c:13]3[c:14]2[c:15]([CH3:22])[c:16]([NH2:21])[c:17]([CH3:20])[c:18]3[CH3:19])[cH:8][cH:9]1>>[CH:1]([CH3:2])([CH3:3])[c:4]1[cH:5][cH:6][c:7]([CH:10]2[C:11]([CH3:23])([CH3:24])[O:12][c:13]3[c:14]2[c:15]([CH3:22])[c:16]([NH:21][C:30]([c:29]2[cH:28][c:27]([O:26][CH3:25])[c:35]([O:36][CH3:37])[cH:34][cH:33]2)=[O:31])[c:17]([CH3:20])[c:18]3[CH3:19])[cH:8][cH:9]1. Reactants: Cc1nc2ccccc2c(NCC(C)O)c1Br, CC(C)(C)[O-], [K+], CN(C)C=O. Yields the product Cc1nc2ccccc2c2c1OC(C)CN2. As a reaction SMILES: [Br:1][c:2]1[c:3]([CH3:17])[n:4][c:5]2[cH:6][cH:7][cH:8][cH:9][c:10]2[c:11]1[NH:12][CH2:13][CH:14]([CH3:15])[OH:16].[CH3:18][C:19]([CH3:20])([O-:21])[CH3:22].[K+:23].[O:24]=[CH:25][N:26]([CH3:27])[CH3:28]>>[c:2]12[c:3]([CH3:17])[n:4][c:5]3[cH:6][cH:7][cH:8][cH:9][c:10]3[c:11]1[NH:12][CH2:13][CH:14]([CH3:15])[O:16]2. Reactants: CS(=O)(=O)Cl, COc1cc(C)c(S(=O)(=O)N2CCc3ccc(CO)cc3C2)c(C)c1, ClCCl. The product is COc1cc(C)c(S(=O)(=O)N2CCc3ccc(COS(C)(=O)=O)cc3C2)c(C)c1. As a reaction SMILES: [CH3:1][S:2]([Cl:3])(=[O:4])=[O:5].[CH3:6][O:7][c:8]1[cH:9][c:10]([CH3:30])[c:11]([S:15](=[O:16])(=[O:17])[N:18]2[CH2:19][c:20]3[cH:21][c:22]([CH2:28][OH:29])[cH:23][cH:24][c:25]3[CH2:26][CH2:27]2)[c:12]([CH3:14])[cH:13]1.[Cl:31][CH2:32][Cl:33]>>[CH3:1][S:2](=[O:4])(=[O:5])[O:29][CH2:28][c:22]1[cH:21][c:20]2[c:25]([cH:24][cH:23]1)[CH2:26][CH2:27][N:18]([S:15]([c:11]1[c:10]([CH3:30])[cH:9][c:8]([O:7][CH3:6])[cH:13][c:12]1[CH3:14])(=[O:16])=[O:17])[CH2:19]2. The reactants are COC(=O)Nc1nc2c(OC)ccc(-c3csc(NC(c4ccccc4)(c4ccccc4)c4ccccc4)n3)c2s1, CO, Cl, [Na+], O=C([O-])O. Product: COC(=O)Nc1nc2c(OC)ccc(-c3csc(N)n3)c2s1. As a reaction SMILES: [CH3:1][O:2][C:3]([NH:4][c:5]1[s:6][c:7]2[c:8]([n:9]1)[c:10]([O:39][CH3:40])[cH:11][cH:12][c:13]2-[c:14]1[n:15][c:16]([NH:19][C:20]([c:21]2[cH:22][cH:23][cH:24][cH:25][cH:26]2)([c:27]2[cH:28][cH:29][cH:30][cH:31][cH:32]2)[c:33]2[cH:34][cH:35][cH:36][cH:37][cH:38]2)[s:17][cH:18]1)=[O:41].[CH3:48][OH:49].[ClH:47].[Na+:46].[O-:42][C:43]([OH:44])=[O:45]>>[CH3:1][O:2][C:3]([NH:4][c:5]1[s:6][c:7]2[c:8]([n:9]1)[c:10]([O:39][CH3:40])[cH:11][cH:12][c:13]2-[c:14]1[n:15][c:16]([NH2:19])[s:17][cH:18]1)=[O:41]. Reactants: ClC1(CC=C(CC1(F)F)C)F (4-chloro-1-methyl-4,5,5-trifluorocyclohexene), ClC1(C(CC=C(C1)C)(F)F)F (5-chloro-1-methyl-4,4,5-trifluorocyclohexene), [OH-].[Na+] (sodium hydroxide). The reagents and catalysts are [Cl-].C(C1=CC=CC=C1)[N+](CC)(CC)CC (benzyltriethylammonium chloride). Conditions: temperature 85 celsius, time 1.5 hour. Product: FC=1C=C(C=CC1F)C (3,4-difluorotoluene). RXN SMILES: Cl[C:2]1([F:11])[C:7](F)([F:8])[CH2:6][C:5]([CH3:10])=[CH:4][CH2:3]1.ClC1(F)CC(C)=CCC1(F)F.[OH-].[Na+]>[Cl-].C([N+](CC)(CC)CC)C1C=CC=CC=1>[F:8][C:7]1[CH:6]=[C:5]([CH3:10])[CH:4]=[CH:3][C:2]=1[F:11] |f:2.3,4.5|. Reported procedure: To a stirred mixture of 4-chloro-1-methyl-4,5,5-trifluorocyclohexene and 5-chloro-1-methyl-4,4,5-trifluorocyclohexene (1.20 kg) prepared in Example 1 was added 42 g of benzyltriethylammonium chloride, and then the reaction mixture was heated to 85° C. followed by slowly adding 2.15 kg of 50% aqueous sodium hydroxide solution over 4.5 hours. The reaction mixture was stirred for an additional 1.5 hours at 90° C. and then the resultant was purified by steam distillation followed by separating the a... The reactants are ClC=1C(=C2C(=NC1)NC(=N2)C2=C(C=C(C=C2)CN2CCNCC2)OC)N[C@H]2[C@H]([C@@H]1C=C[C@H]2C1)C(=O)N ((1S,2S,3R,4R)-3-[6-Chloro-2-(2-methoxy-4-piperazin-1-ylmethyl-phenyl)-3H-imidazo[4,5-b]pyridine-7-ylamino]-bicyclo[2.2.1]hept-5-ene-2-carboxylic acid amide), C1[C@H](C)O1 ((S)-(−)-propylene oxide). Run in CO (methanol). Product: ClC=1C(=C2C(=NC1)NC(=N2)C2=C(C=C(C=C2)CN2CCN(CC2)C[C@H](C)O)OC)N[C@H]2[C@H]([C@@H]1C=C[C@H]2C1)C(=O)N ((1S,2S,3R,4R)-3-(6-Chloro-2-{4-[4-((S)-2-hydroxypropyl)-piperazin-1-ylmethyl]-2-methoxyphenyl}-3H-imidazo[4,5-b]pyridine-7-ylamino)-bicyclo[2.2.1]hept-5-ene-2-carboxylic acid amide), rust. Isolated yield 28.0%. Reaction SMILES: [Cl:1][C:2]1[C:3]([NH:26][C@@H:27]2[C@@H:32]3[CH2:33][C@@H:29]([CH:30]=[CH:31]3)[C@@H:28]2[C:34]([NH2:36])=[O:35])=[C:4]2[N:10]=[C:9]([C:11]3[CH:16]=[CH:15][C:14]([CH2:17][N:18]4[CH2:23][CH2:22][NH:21][CH2:20][CH2:19]4)=[CH:13][C:12]=3[O:24][CH3:25])[NH:8][C:5]2=[N:6][CH:7]=1.[CH2:37]1[O:40][C@H:38]1[CH3:39]>CO>[Cl:1][C:2]1[C:3]([NH:26][C@@H:27]2[C@@H:32]3[CH2:33][C@@H:29]([CH:30]=[CH:31]3)[C@@H:28]2[C:34]([NH2:36])=[O:35])=[C:4]2[N:10]=[C:9]([C:11]3[CH:16]=[CH:15][C:14]([CH2:17][N:18]4[CH2:23][CH2:22][N:21]([CH2:37][C@@H:38]([OH:40])[CH3:39])[CH2:20][CH2:19]4)=[CH:13][C:12]=3[O:24][CH3:25])[NH:8][C:5]2=[N:6][CH:7]=1. Procedure details: (1S,2S,3R,4R)-3-[6-Chloro-2-(2-methoxy-4-piperazin-1-ylmethyl-phenyl)-3H-imidazo[4,5-b]pyridine-7-ylamino]-bicyclo[2.2.1]hept-5-ene-2-carboxylic acid amide (Compound XLII above) (45 mg, 0.088 mmol) was reacted with (S)-(−)-propylene oxide (7.7 mg, 0.13 mmol) in methanol (5 mL) at 60° C. in a sealed tube for six hours. The reaction was concentrated to afford the title compound as a rust colored solid (14 mg, 28%). Mp 142-6° C. 1H NMR (d-chloroform): 10.76 (br s, 1H), 8.34 (d, J=9 Hz, 1H), 8.04 (s... The reactants are O (water), ClC1=NC=CC(=C1)OC1=CC(=CC=C1)OC (2-chloro-4-(3-methoxyphenoxy)pyridine), CC=1N=C(SC1)N (4-methylthiazol-2-amine), P(=O)([O-])([O-])[O-].[K+].[K+].[K+] (potassium phosphate). The reagents and catalysts are C1(=CC=CC=C1)P(C1=CC=CC=2C(C3=CC=CC(=C3OC12)P(C1=CC=CC=C1)C1=CC=CC=C1)(C)C)C1=CC=CC=C1 (4,5-bis(diphenylphosphino)-9,9-dimethyl-9H-xanthene), C=1C=CC(=CC1)/C=C/C(=O)/C=C/C2=CC=CC=C2.C=1C=CC(=CC1)/C=C/C(=O)/C=C/C2=CC=CC=C2.C=1C=CC(=CC1)/C=C/C(=O)/C=C/C2=CC=CC=C2.[Pd].[Pd] (Pd2(dba)3). Run in C1(=CC=CC=C1)C (toluene). Product: COC=1C=C(OC2=CC(=NC=C2)NC=2SC=C(N2)C)C=CC1 (4-(3-methoxyphenoxy)-N-(4-methylthiazol-2-yl)pyridin-2-amine). Isolated yield 96.3%. RXN SMILES: Cl[C:2]1[CH:7]=[C:6]([O:8][C:9]2[CH:14]=[CH:13][CH:12]=[C:11]([O:15][CH3:16])[CH:10]=2)[CH:5]=[CH:4][N:3]=1.[CH3:17][C:18]1[N:19]=[C:20]([NH2:23])[S:21][CH:22]=1.P([O-])([O-])([O-])=O.[K+].[K+].[K+].O>C1(C)C=CC=CC=1.C1C=CC(/C=C/C(/C=C/C2C=CC=CC=2)=O)=CC=1.C1C=CC(/C=C/C(/C=C/C2C=CC=CC=2)=O)=CC=1.C1C=CC(/C=C/C(/C=C/C2C=CC=CC=2)=O)=CC=1.[Pd].[Pd].C1(P(C2C=CC=CC=2)C2C3OC4C(=CC=CC=4P(C4C=CC=CC=4)C4C=CC=CC=4)C(C)(C)C=3C=CC=2)C=CC=CC=1>[CH3:16][O:15][C:11]1[CH:10]=[C:9]([CH:14]=[CH:13][CH:12]=1)[O:8][C:6]1[CH:5]=[CH:4][N:3]=[C:2]([NH:23][C:20]2[S:21][CH:22]=[C:18]([CH3:17])[N:19]=2)[CH:7]=1 |f:2.3.4.5,8.9.10.11.12|. Reported procedure: Using the method of Example 3, Step B, 2-chloro-4-(3-methoxyphenoxy)pyridine (2.95 g, 12.5 mmol), 4-methylthiazol-2-amine (28.5 mL, 11.4 mmol), potassium phosphate (2.66 g, 12.5 mmol), Pd2(dba)3 (0.261 g, 0.285 mmol) and 4,5-bis(diphenylphosphino)-9,9-dimethyl-9H-xanthene (0.181 g, 0.313 mmol) were reacted in toluene (30 mL) and water (8 mL) to provide 4-(3-methoxyphenoxy)-N-(4-methylthiazol-2-yl)pyridin-2-amine (3.44 g, 88.7% yield) as yellow solid. 1H NMR (CDCl3) δ 8.14 (d, 1H), 7.26 (t, 1H), ...